From a dataset of the Open Reaction Database (ORD), a public repository of structured organic reaction records. describe an organic reaction: reactants, conditions, products, and yield Reactants: C(C)N1N=C(C(=C1)C(=O)OCC)C(F)(F)F (Ethyl 1-ethyl-3-trifluoromethylpyrazole-4-carboxylate), [OH-].[K+] (potassium hydroxide). The solvent is C(C)O (ethanol), O (water). Reaction conditions: time 8 hour. Product: C(C)N1N=C(C(=C1)C(=O)O)C(F)(F)F (1-ethyl-3-trifluoromethylpyrazole-4-carboxylic acid). The yield is 97.3%. Reaction SMILES: [CH2:1]([N:3]1[CH:7]=[C:6]([C:8]([O:10]CC)=[O:9])[C:5]([C:13]([F:16])([F:15])[F:14])=[N:4]1)[CH3:2].[OH-].[K+]>C(O)C.O>[CH2:1]([N:3]1[CH:7]=[C:6]([C:8]([OH:10])=[O:9])[C:5]([C:13]([F:15])([F:14])[F:16])=[N:4]1)[CH3:2] |f:1.2|. Procedure: Ethyl 1-ethyl-3-trifluoromethylpyrazole-4-carboxylate (2.17 g) was dissolved in ethanol and potassium hydroxide (1.06 g) in water was added. The reaction was stirred at room temperature overnight. Ethanol was removed under reduced pressure and the resulting residue partitioned between water and ether. The aqueous layer was separated, acidified with hydrochloric acid (2M) and extracted with ether. The combined organic extracts were dried over anhydrous magnesium sulphate and evaporated in vacuo t... Starting materials: NC1=CC=C(C=C1)C=1C(NC(NN1)=O)C (6-(4-aminophenyl)-5-methyl-4,5-dihydro-1,2,4-triazin-3(2H)-one), CN=C=O (methyl isocyanate), N1=CC=CC=C1 (pyridine). Solvent: C(C)O (ethanol). Reaction conditions: time 4.5 hour. Product: CNC(NC1=CC=C(C=C1)C=1C(NC(NN1)=O)C)=O (6-[4-(3-methylureido)phenyl]-5-methyl-4,5-dihydro-1,2,4-triazin-3(2H)-one). As a reaction SMILES: [NH2:1][C:2]1[CH:7]=[CH:6][C:5]([C:8]2[CH:9]([CH3:15])[NH:10][C:11](=[O:14])[NH:12][N:13]=2)=[CH:4][CH:3]=1.[CH3:16][N:17]=[C:18]=[O:19].N1C=CC=CC=1>C(O)C>[CH3:16][NH:17][C:18](=[O:19])[NH:1][C:2]1[CH:3]=[CH:4][C:5]([C:8]2[CH:9]([CH3:15])[NH:10][C:11](=[O:14])[NH:12][N:13]=2)=[CH:6][CH:7]=1. Procedure details: A mixture of 6-(4-aminophenyl)-5-methyl-4,5-dihydro-1,2,4-triazin-3(2H)-one (1.5 g), methyl isocyanate (0.48 ml) and pyridine (40 ml) was stirred at room temperature for 4.5 hours, and ethanol (5 ml) was added. The solvent was then distilled off under reduced pressure. To the oily residue was added 10% HCl, and the thus-produced crystals were collected by filtration, washed with water, dried and recrystallized from aqueous dimethylformamide to give 6-[4-(3-methylureido)phenyl]-5-methyl-4,5-dihyd...